describe an organic reaction: reactants, conditions, products, and yield From a dataset of the Open Reaction Database (ORD), a public repository of structured organic reaction records. The reactants are CCCc1c(OCCCCCC(=O)c2ccc3cc(OC)c(OC)cc3c2)ccc(C(=O)OC)c1O, CO, [Na+], C1COCCO1, [OH-]. The product is CCCc1c(OCCCCCC(=O)c2ccc3cc(OC)c(OC)cc3c2)ccc(C(=O)O)c1O. As a reaction SMILES: [CH3:1][O:2][C:3]([c:4]1[c:5]([OH:35])[c:6]([CH2:32][CH2:33][CH3:34])[c:7]([O:10][CH2:11][CH2:12][CH2:13][CH2:14][CH2:15][C:16](=[O:17])[c:18]2[cH:19][c:20]3[cH:21][c:22]([O:30][CH3:31])[c:23]([O:28][CH3:29])[cH:24][c:25]3[cH:26][cH:27]2)[cH:8][cH:9]1)=[O:36].[CH3:39][OH:40].[Na+:38].[O:41]1[CH2:42][CH2:43][O:44][CH2:45][CH2:46]1.[OH-:37]>>[O:2]=[C:3]([c:4]1[c:5]([OH:35])[c:6]([CH2:32][CH2:33][CH3:34])[c:7]([O:10][CH2:11][CH2:12][CH2:13][CH2:14][CH2:15][C:16](=[O:17])[c:18]2[cH:19][c:20]3[cH:21][c:22]([O:30][CH3:31])[c:23]([O:28][CH3:29])[cH:24][c:25]3[cH:26][cH:27]2)[cH:8][cH:9]1)[OH:36]. Starting materials: Brc1cccc2c1OCO2, O=C([O-])[O-], Cc1cnc(Cl)nc1N, ClCCl, [Cs+], [Cs+], C1COCCO1, O=C(C=Cc1ccccc1)C=Cc1ccccc1, O=C(C=Cc1ccccc1)C=Cc1ccccc1, O=C(C=Cc1ccccc1)C=Cc1ccccc1, [Pd], [Pd]. Product: Cc1cnc(Cl)nc1Nc1cccc2c1OCO2. As a reaction SMILES: [Br:10][c:11]1[cH:12][cH:13][cH:14][c:15]2[c:19]1[O:18][CH2:17][O:16]2.[C:20](=[O:21])([O-:22])[O-:23].[Cl:1][c:2]1[n:3][cH:4][c:5]([CH3:9])[c:6]([NH2:8])[n:7]1.[Cl:32][CH2:33][Cl:34].[Cs+:24].[Cs+:25].[O:26]1[CH2:27][CH2:28][O:29][CH2:30][CH2:31]1.[O:37]=[C:38]([CH:39]=[CH:40][c:41]1[cH:42][cH:43][cH:44][cH:45][cH:46]1)[CH:47]=[CH:48][c:49]1[cH:50][cH:51][cH:52][cH:53][cH:54]1.[O:55]=[C:56]([CH:57]=[CH:58][c:59]1[cH:60][cH:61][cH:62][cH:63][cH:64]1)[CH:65]=[CH:66][c:67]1[cH:68][cH:69][cH:70][cH:71][cH:72]1.[O:73]=[C:74]([CH:75]=[CH:76][c:77]1[cH:78][cH:79][cH:80][cH:81][cH:82]1)[CH:83]=[CH:84][c:85]1[cH:86][cH:87][cH:88][cH:89][cH:90]1.[Pd:35].[Pd:36]>>[Cl:1][c:2]1[n:3][cH:4][c:5]([CH3:9])[c:6]([NH:8][c:11]2[cH:12][cH:13][cH:14][c:15]3[c:19]2[O:18][CH2:17][O:16]3)[n:7]1. The reactants are CCS(=O)(=O)c1ccc(F)c(Cl)c1, CC(C(=O)O)c1cc(O)cc(C(F)(F)F)c1. Product: CCS(=O)(=O)c1ccc(Oc2cc(C(C)C(=O)O)cc(C(F)(F)F)c2)c(Cl)c1. As a reaction SMILES: [CH2:17]([CH3:18])[S:19](=[O:20])(=[O:21])[c:22]1[cH:23][c:24]([Cl:29])[c:25]([F:28])[cH:26][cH:27]1.[OH:1][c:2]1[cH:3][c:4]([CH:12]([C:13](=[O:14])[OH:15])[CH3:16])[cH:5][c:6]([C:8]([F:9])([F:10])[F:11])[cH:7]1>>[O:1]([c:2]1[cH:3][c:4]([CH:12]([C:13](=[O:14])[OH:15])[CH3:16])[cH:5][c:6]([C:8]([F:9])([F:10])[F:11])[cH:7]1)[c:25]1[c:24]([Cl:29])[cH:23][c:22]([S:19]([CH2:17][CH3:18])(=[O:20])=[O:21])[cH:27][cH:26]1. Reactants: NC=1N=CC(=NC1C1=CC=C(C=C1)C(N[C@H](CO)C1=CC=CC=C1)=O)B(O)O ((S)-5-amino-6-(4-(2-hydroxy-1-phenylethylcarbamoyl)phenyl)pyrazin-2-ylboronic acid), BrC=1C=CC(NC1)=O (5-bromopyridin-2(1H)-one), C(=O)([O-])[O-].[Na+].[Na+] (Na2CO3), CCOC(=O)C (EtOAc). RXN SMILES: [NH2:1][C:2]1[N:3]=[CH:4][C:5](B(O)O)=[N:6][C:7]=1[C:8]1[CH:13]=[CH:12][C:11]([C:14](=[O:25])[NH:15][C@@H:16]([C:19]2[CH:24]=[CH:23][CH:22]=[CH:21][CH:20]=2)[CH2:17][OH:18])=[CH:10][CH:9]=1.Br[C:30]1[CH:31]=[CH:32][C:33](=[O:36])[NH:34][CH:35]=1.C([O-])([O-])=O.[Na+].[Na+].CCOC(C)=O>COCCOC.C1C=CC(P(C2C=CC=CC=2)[C-]2C=CC=C2)=CC=1.C1C=CC(P(C2C=CC=CC=2)[C-]2C=CC=C2)=CC=1.Cl[Pd]Cl.[Fe+2].C(Cl)Cl>[NH2:1][C:2]1[C:7]([C:8]2[CH:13]=[CH:12][C:11]([C:14]([NH:15][C@@H:16]([C:19]3[CH:24]=[CH:23][CH:22]=[CH:21][CH:20]=3)[CH2:17][OH:18])=[O:25])=[CH:10][CH:9]=2)=[N:6][C:5]([C:30]2[CH:31]=[CH:32][C:33](=[O:36])[NH:34][CH:35]=2)=[CH:4][N:3]=1 |f:2.3.4,7.8.9.10.11|. Procedure: To a solution of (S)-5-amino-6-(4-(2-hydroxy-1-phenylethylcarbamoyl)phenyl)pyrazin-2-ylboronic acid (55 mg, 0.145 mmol), 5-bromopyridin-2(1H)-one (38.0 mg, 0.218 mmol), and PdCl2(dppf)-CH2Cl2 (11.88 mg, 0.015 mmol) in DME (1091 μL) was added 2M Na2CO3 (364 μL). The reaction mixture was heated at microwave synthesizer (120° C., 10 min). The reaction mixture was worked up with EtOAc. The organic layer was washed with sat NaHCO3, water and brine, dried over Na2SO4, filtered off, concentrated in vac... The yield is 6.9%. Run in COCCOC (DME). Conditions: temperature 120 celsius. Product: NC=1C(=NC(=CN1)C1=CNC(C=C1)=O)C1=CC=C(C(=O)N[C@H](CO)C2=CC=CC=C2)C=C1 ((S)-4-(3-amino-6-(6-oxo-1,6-dihydropyridin-3-yl)pyrazin-2-yl)-N-(2-hydroxy-1-phenylethyl)benzamide). Reagents/catalysts: C1=CC=C(C=C1)P([C-]2C=CC=C2)C3=CC=CC=C3.C1=CC=C(C=C1)P([C-]2C=CC=C2)C3=CC=CC=C3.Cl[Pd]Cl.[Fe+2].C(Cl)Cl (PdCl2(dppf) CH2Cl2). Starting materials: FC(C(=O)O)(F)F (Trifluoroacetic acid), IC1=CC=CC=2C3=C(NC12)CCN(C3)C(=O)OC(C)(C)C (Tert-butyl 6-iodo-1,3,4,5-tetrahydro-2H-pyrido[4,3-b]indole-2-carboxylate), [OH-].[K+] (potassium hydroxide), IC (iodomethane), [OH-].[Na+] (sodium hydroxide). Run in C(Cl)Cl (CH2Cl2), COCCOC (DME), C(C)(=O)OCC (ethyl acetate). Conditions: temperature 80 celsius, time 30 minute. Yields the product IC1=CC=CC=2C3=C(N(C12)C)CCNC3 (6-iodo-5-methyl-2,3,4,5-tetrahydro-1H-pyrido[4,3-b]indole). Isolated yield 73.0%. As a reaction SMILES: [I:1][C:2]1[C:10]2[NH:9][C:8]3[CH2:11][CH2:12][N:13](C(OC(C)(C)C)=O)[CH2:14][C:7]=3[C:6]=2[CH:5]=[CH:4][CH:3]=1.[OH-].[K+].IC.F[C:27](F)(F)C(O)=O.[OH-].[Na+]>COCCOC.C(OCC)(=O)C.C(Cl)Cl>[I:1][C:2]1[C:10]2[N:9]([CH3:27])[C:8]3[CH2:11][CH2:12][NH:13][CH2:14][C:7]=3[C:6]=2[CH:5]=[CH:4][CH:3]=1 |f:1.2,5.6|. Reported procedure: Tert-butyl 6-iodo-1,3,4,5-tetrahydro-2H-pyrido[4,3-b]indole-2-carboxylate (6.8 g, 17 mmol) was dissolved in DME (50 mL), and potassium hydroxide (4.8 g, 85.4 mmol) and iodomethane (15.7 g, 110.5 mmol) were added and heated at 80° C. in a pressure vessel for 3 h. The reaction was cooled to rt and diluted with ethyl acetate (50 mL). The solids were removed by vacuum filtration. The filtrate was concentrated under reduced pressure to give a brown oil (5.5 g, 79% crude yield). The oil was dissolved ... Reactants: C1(=CC=CC=C1O)C (o-cresol), CC(=O)C1=CC2=CC=CC=C2C=C1 (β-acetonaphthone), S(O)(O)(=O)=O (sulfuric acid), SCCC(=O)O (3-mercaptopropionic acid). The solvent is C1(=CC=CC=C1)C (toluene), C1(=CC=CC=C1)C (toluene). Run at temperature 30 celsius. The product is C1=C(C=CC2=CC=CC=C12)C(C)(C1=CC(=C(C=C1)O)C)C1=CC(=C(C=C1)O)C (1-(2-naphthyl)-1,1-bis(3-methyl-4-hydroxyphenyl)ethane). Reaction SMILES: [C:1]1([CH3:8])[C:6]([OH:7])=[CH:5][CH:4]=[CH:3][CH:2]=1.[CH3:9][C:10]([C:12]1[CH:21]=[CH:20][C:19]2[C:14](=[CH:15][CH:16]=[CH:17][CH:18]=2)[CH:13]=1)=O.S(=O)(=O)(O)O.S[CH2:28][CH2:29][C:30]([OH:32])=O>C1(C)C=CC=CC=1>[CH:13]1[C:14]2[C:19](=[CH:18][CH:17]=[CH:16][CH:15]=2)[CH:20]=[CH:21][C:12]=1[C:10]([C:1]1[CH:2]=[CH:3][C:30]([OH:32])=[C:29]([CH3:28])[CH:6]=1)([C:3]1[CH:4]=[CH:5][C:6]([OH:7])=[C:1]([CH3:8])[CH:2]=1)[CH3:9]. Reported procedure: A mixture of 43.2 g (0.4 mol) of o-cresol and 17.1 g (0.1 mol) of β-acetonaphthone was made into a solution by heating at about 30° C. After adding 0.1 ml of sulfuric acid, 0.8 ml of 3-mercaptopropionic acid and 10 ml of toluene to the solution, the reaction was allowed to proceed under stirring. After confirming that the conversion reached 100% by a gas chromatographic analysis, 100 ml of toluene was added. The solid precipitated by cooling was filtered under reduced pressure, washed with a war...